This data is from the Open Reaction Database (ORD), a public repository of structured organic reaction records. The task is: describe an organic reaction: reactants, conditions, products, and yield Starting materials: C#Cc1cccc(C(=O)O)c1, O=S(Cl)Cl. As a reaction SMILES: [C:1](#[CH:2])[c:3]1[cH:4][c:5]([C:6](=[O:7])[OH:8])[cH:9][cH:10][cH:11]1.[S:12]([Cl:13])([Cl:14])=[O:15]>>[C:1](#[CH:2])[c:3]1[cH:4][c:5]([C:6](=[O:7])[Cl:14])[cH:9][cH:10][cH:11]1. Product: C#Cc1cccc(C(=O)Cl)c1.